From a dataset of the Open Reaction Database (ORD), a public repository of structured organic reaction records. describe an organic reaction: reactants, conditions, products, and yield Reactants: CC=1C=C(C=CC1C)NC=1C=C(C(=CC1[N+](=O)[O-])[N+](=O)[O-])O (3-[(3,4-dimethylphenyl)amino]-4,6-dinitrophenol), COC(CCCCCBr)=O (6-bromohexanoic acid methyl ester). The product is COC(CCCCCOC1=CC(=C(C=C1[N+](=O)[O-])[N+](=O)[O-])NC1=CC(=C(C=C1)C)C)=O (6-[[3-[(3,4-Dimethylphenyl)amino]-4,6-dinitrophenyl]oxy]hexanoic acid methyl ester). As a reaction SMILES: [CH3:1][C:2]1[CH:3]=[C:4]([NH:9][C:10]2[CH:11]=[C:12]([OH:22])[C:13]([N+:19]([O-:21])=[O:20])=[CH:14][C:15]=2[N+:16]([O-:18])=[O:17])[CH:5]=[CH:6][C:7]=1[CH3:8].[CH3:23][O:24][C:25](=[O:32])[CH2:26][CH2:27][CH2:28][CH2:29][CH2:30]Br>>[CH3:23][O:24][C:25](=[O:32])[CH2:26][CH2:27][CH2:28][CH2:29][CH2:30][O:22][C:12]1[C:13]([N+:19]([O-:21])=[O:20])=[CH:14][C:15]([N+:16]([O-:18])=[O:17])=[C:10]([NH:9][C:4]2[CH:5]=[CH:6][C:7]([CH3:8])=[C:2]([CH3:1])[CH:3]=2)[CH:11]=1. Procedure details: 5 g of 3-[(3,4-dimethylphenyl)amino]-4,6-dinitrophenol was O-alkylated with 6-bromohexanoic acid methyl ester at 70° C. analogously to general operating instructions 8. Reactants: ClC1=C(C(=O)NCCOC2OCCCC2)C=C(C=C1[N+](=O)[O-])[N+](=O)[O-] (2-chloro-3,5-dinitro-N-[2-(tetrahydro-2H-pyran-2-yloxy)ethyl]benzamide), CC(CNCC(C)O)O (diisopropanolamine). Product: OC(CN(C1=C(C(=O)NCCOC2OCCCC2)C=C(C=C1[N+](=O)[O-])[N+](=O)[O-])CC(C)O)C (2-[bis(2-hydroxypropanyl)amino]-3,5-dinitro-N-[2-(tetrahydro-2H-pyran-2-yloxy)ethyl]benzamide). Yield: 100.5%. RXN SMILES: Cl[C:2]1[C:19]([N+:20]([O-:22])=[O:21])=[CH:18][C:17]([N+:23]([O-:25])=[O:24])=[CH:16][C:3]=1[C:4]([NH:6][CH2:7][CH2:8][O:9][CH:10]1[CH2:15][CH2:14][CH2:13][CH2:12][O:11]1)=[O:5].[CH3:26][CH:27]([OH:34])[CH2:28][NH:29][CH2:30][CH:31]([OH:33])[CH3:32]>>[OH:34][CH:27]([CH3:26])[CH2:28][N:29]([CH2:30][CH:31]([OH:33])[CH3:32])[C:2]1[C:19]([N+:20]([O-:22])=[O:21])=[CH:18][C:17]([N+:23]([O-:25])=[O:24])=[CH:16][C:3]=1[C:4]([NH:6][CH2:7][CH2:8][O:9][CH:10]1[CH2:15][CH2:14][CH2:13][CH2:12][O:11]1)=[O:5]. Reported procedure: Reaction of 2-chloro-3,5-dinitro-N-[2-(tetrahydro-2H-pyran-2-yloxy)ethyl]benzamide (17) (1.02 g) [For method of preparation see co-pending NZ Application No. 521851] with diisopropanolamine (0.8 g) as above gave 2-[bis(2-hydroxypropanyl)amino]-3,5-dinitro-N-[2-(tetrahydro-2H-pyran-2-yloxy)ethyl]benzamide (18) (1.29 g, 100%): as a yellow foam; 1H NMR [(CD3)2SO] δ 9.22 (br, 1 H), 8.66 (d, J=2.8 Hz, 1 H), 8.29 (d, J=2.8 Hz, 1 H), 4.99 (m, 1 H), 4.85 (br, 1 H), 4.62 (br, 1 H), 3.94 (m, 2 H), 3.77 (m... The reactants are COc1cn(-c2cccc(Br)c2F)nc(-c2ccnn2-c2ccccc2)c1=O, C1COCCO1, CNCCNC, [Cu]I, [K+], [K+], [K+], O=C1CCCCN1, [Na+], O=C([O-])O, O=P([O-])([O-])[O-]. Yields the product COc1cn(-c2cccc(N3CCCCC3=O)c2F)nc(-c2ccnn2-c2ccccc2)c1=O. Reaction SMILES: [Br:1][c:2]1[c:3]([F:28])[c:4](-[n:8]2[n:9][c:10](-[c:17]3[cH:18][cH:19][n:20][n:21]3-[c:22]3[cH:23][cH:24][cH:25][cH:26][cH:27]3)[c:11](=[O:16])[c:12]([O:14][CH3:15])[cH:13]2)[cH:5][cH:6][cH:7]1.[CH2:55]1[O:56][CH2:57][CH2:58][O:59][CH2:60]1.[CH3:36][NH:37][CH2:38][CH2:39][NH:40][CH3:41].[Cu:61][I:62].[K+:47].[K+:48].[K+:49].[NH:29]1[C:30](=[O:35])[CH2:31][CH2:32][CH2:33][CH2:34]1.[Na+:54].[O-:50][C:51]([OH:52])=[O:53].[P:42]([O-:43])([O-:44])([O-:45])=[O:46]>>[c:2]1([N:29]2[C:30](=[O:35])[CH2:31][CH2:32][CH2:33][CH2:34]2)[c:3]([F:28])[c:4](-[n:8]2[n:9][c:10](-[c:17]3[cH:18][cH:19][n:20][n:21]3-[c:22]3[cH:23][cH:24][cH:25][cH:26][cH:27]3)[c:11](=[O:16])[c:12]([O:14][CH3:15])[cH:13]2)[cH:5][cH:6][cH:7]1. The reactants are [Si](C)(C)(C(C)(C)C)OC1(CN(C1)C1=C(C=C(C=C1)N1C(O[C@H](C1)CNC(C)=O)=O)F)C ((S)-N-[[3-[4-[3-[(tert-butyldimethylsilyl)oxy]-3-methyl-1-azetidinyl]-3-fluorophenyl]-2-oxo-5-oxazolidinyl]methyl]acetamide), C(C(C)[*:2])[*:1] (polypropylene), F (hydrofluoric acid), C([O-])([O-])=O.[Na+].[Na+] (sodium carbonate), O1C(NCC1)=O (oxazolidinone). Run in CO.C(Cl)(Cl)Cl (methanol chloroform), C(C)#N (acetonitrile), ClCCl (dichloromethane). Product: FC=1C=C(C=CC1N1CC(C1)(C)O)N1C(O[C@H](C1)CNC(C)=O)=O ((S)-N-[[3-[3-fluoro-4-(3-hydroxy-3-methyl-1-azetidinyl)phenyl]-2-oxo-5-oxazolidinyl]methyl]acetamide). Reaction SMILES: [Si]([O:8][C:9]1([CH3:31])[CH2:12][N:11]([C:13]2[CH:18]=[CH:17][C:16]([N:19]3[CH2:23][C@H:22]([CH2:24][NH:25][C:26](=[O:28])[CH3:27])[O:21][C:20]3=[O:29])=[CH:15][C:14]=2[F:30])[CH2:10]1)(C(C)(C)C)(C)C.F.C(=O)([O-])[O-].[Na+].[Na+].O1CCNC1=O>C(#N)C.ClCCl.CO.C(Cl)(Cl)Cl>[F:30][C:14]1[CH:15]=[C:16]([N:19]2[CH2:23][C@H:22]([CH2:24][NH:25][C:26](=[O:28])[CH3:27])[O:21][C:20]2=[O:29])[CH:17]=[CH:18][C:13]=1[N:11]1[CH2:10][C:9]([OH:8])([CH3:31])[CH2:12]1 |f:2.3.4,8.9|. Procedure details: A solution of (S)-N-[[3-[4-[3-[(tert-butyldimethylsilyl)oxy]-3-methyl-1-azetidinyl]-3-fluorophenyl]-2-oxo-5-oxazolidinyl]methyl]acetamide (0.550 g, 1.22 mmol) in acetonitrile (20 mL) in a polypropylene bottle was treated with 40% aqueous hydrofluoric acid (5 mL) at ambient temperature. After 16 h TLC analysis (5% methanol/chloroform) revealed the deprotection was essentially complete. The reaction mixture was transferred to an erlenmeyer flask along with some dichloromethane (150 mL). The stirre... Procedure details: A mixture of Fluka aluminum powder (20 g, 100-200 micron), Fluka aluminum granules (5 g, 0.15-1.7 mm), dry diethyl ether (200 mL), and iodine (2.0 g) was magnetically stirred under argon in a 3-neck 500 mL r.b. flask until the iodine color had disappeared. Mercury (20 g) was added, followed by chlorotrimethylsilane (120 mL, 945 mmole). The mixture was stirred at room temperature for 3 hr and lithium wire (Aldrich, 3.2 mm diam. - 0.01% Na, 1 mole, 7.0 g, 155 cm) was added in small pieces (0.3-0.5... Conditions: time 2 hour. The reagents and catalysts are [O-2].[O-2].[Mn+4] (manganese dioxide), [Hg] (Mercury). Reactants: [Al] (aluminum), aldehyde, II (iodine), Cl[Si](C)(C)C (chlorotrimethylsilane), [Al] (aluminum), OCC1=CCCCC1 (1-hydroxymethylcyclohexene), [Al] (aluminum), [Al] (aluminum), II (iodine), [Al] (aluminum), C(=O)C1=CCCCC1 (1-formylcyclohexene), [Li] (lithium). Solvent: C(C)OCC (diethyl ether), C(C)OCC (diethyl ether). Product: C[Si](C)(C)[Al]([Si](C)(C)C)[Si](C)(C)C (Tris(trimethylsilyl)aluminum). Reaction SMILES: [Al:1].II.Cl[Si:5]([CH3:8])([CH3:7])[CH3:6].[Li].C(C1CCCCC=1)=O.OCC1CCCCC=1>C(OCC)C.[Hg].[O-2].[O-2].[Mn+4]>[CH3:6][Si:5]([Al:1]([Si:5]([CH3:8])([CH3:7])[CH3:6])[Si:5]([CH3:8])([CH3:7])[CH3:6])([CH3:8])[CH3:7] |f:8.9.10,^1:8|. RXN SMILES: [C:1]([C:4]1[C:5](=[O:15])[O:6][C:7]([OH:14])=[C:8]([C:11](=[O:13])[CH3:12])[C:9]=1[OH:10])(=[O:3])[CH3:2].[CH3:16][O:17][C:18]1[CH:19]=[C:20]([CH:23]=[CH:24][C:25]=1[O:26][CH3:27])[CH:21]=O.[CH3:28][O:29][C:30]1[C:37]([O:38][CH3:39])=[CH:36][CH:35]=[CH:34][C:31]=1[CH:32]=O>>[C:11]([C:8]1[C:7](=[O:14])[O:6][C:5](=[O:15])[CH:4]([C:1](=[O:3])[CH:2]=[CH:21][C:20]2[CH:23]=[CH:24][C:25]([O:26][CH3:27])=[C:18]([O:17][CH3:16])[CH:19]=2)[C:9]=1[OH:10])(=[O:13])[CH3:12].[C:11]([C:8]1[C:7](=[O:14])[O:6][C:5](=[O:15])[CH:4]([C:1](=[O:3])[CH:2]=[CH:32][C:31]2[CH:34]=[CH:35][CH:36]=[C:37]([O:38][CH3:39])[C:30]=2[O:29][CH3:28])[C:9]=1[OH:10])(=[O:13])[CH3:12]. Starting materials: C(C)(=O)C=1C(OC(=C(C1O)C(C)=O)O)=O (3,5-diacetyl-4,6-dihydroxy-2H-pyran-2-one), COC=1C=C(C=O)C=CC1OC (3,4-dimethoxybenzaldehyde), COC1=C(C=O)C=CC=C1OC (2,3-dimethoxybenzaldehyde). Procedure details: Similarly, equimolar amounts of 3,5-diacetyl-4,6-dihydroxy-2H-pyran-2-one and 3,4-dimethoxybenzaldehyde or 2,3-dimethoxybenzaldehyde are reacted as above to yield the products, 5-acetyl-3-(3,4-dimethoxycinnamoyl)-4-hydroxy-2H-pyran-2,6(3H)-dione, m.p. 223°-225° C., and 5-acetyl-3-(2,3-dimethoxycinnamoyl)-4-hydroxy-2H-pyran-2,6(3H)-dione, m.p. 175°-176° C., respectively. The product is C(C)(=O)C1=C(C(C(OC1=O)=O)C(C=CC1=CC(=C(C=C1)OC)OC)=O)O (5-acetyl-3-(3,4-dimethoxycinnamoyl)-4-hydroxy-2H-pyran-2,6(3H)-dione), C(C)(=O)C1=C(C(C(OC1=O)=O)C(C=CC1=C(C(=CC=C1)OC)OC)=O)O (5-acetyl-3-(2,3-dimethoxycinnamoyl)-4-hydroxy-2H-pyran-2,6(3H)-dione). Starting materials: CS(=O)(=O)O, [F-], [H-], [Li], NC1C=CC(C(=O)O)C1, [Na+], C1CCOC1, O. RXN SMILES: [CH3:2][S:3](=[O:4])(=[O:5])[OH:6].[F-:18].[H-:17].[Li:16].[NH2:7][CH:8]1[CH:9]=[CH:10][CH:11]([C:13](=[O:14])[OH:15])[CH2:12]1.[Na+:19].[O:20]1[CH2:21][CH2:22][CH2:23][CH2:24]1.[OH2:1]>>[CH3:2][S:3](=[O:4])(=[O:5])[OH:6].[NH2:7][CH:8]1[CH:9]=[CH:10][CH:11]([CH2:13][OH:14])[CH2:12]1. Product: CS(=O)(=O)O, NC1C=CC(CO)C1.